Dataset: the Open Reaction Database (ORD), a public repository of structured organic reaction records. Task: describe an organic reaction: reactants, conditions, products, and yield The reactants are [C+4], CN(C)C1CN(C2CCN(C(=O)Nc3cc(Oc4ccc([N+](=O)[O-])cc4F)ccn3)CC2)C1, C1CCOC1, [OH-], [OH-], [OH-], [OH-], [OH-], [OH-], [Pd+2]. The product is CN(C)C1CN(C2CCN(C(=O)Nc3cc(Oc4ccc(N)cc4F)ccn3)CC2)C1. RXN SMILES: [C+4:39].[F:1][c:2]1[c:3]([O:4][c:5]2[cH:6][c:7]([NH:11][C:12](=[O:13])[N:14]3[CH2:15][CH2:16][CH:17]([N:20]4[CH2:21][CH:22]([N:24]([CH3:25])[CH3:26])[CH2:23]4)[CH2:18][CH2:19]3)[n:8][cH:9][cH:10]2)[cH:27][cH:28][c:29]([N+:31]([O-:32])=[O:33])[cH:30]1.[O:34]1[CH2:35][CH2:36][CH2:37][CH2:38]1.[OH-:40].[OH-:42].[OH-:43].[OH-:44].[OH-:45].[OH-:46].[Pd+2:41]>>[F:1][c:2]1[c:3]([O:4][c:5]2[cH:6][c:7]([NH:11][C:12](=[O:13])[N:14]3[CH2:15][CH2:16][CH:17]([N:20]4[CH2:21][CH:22]([N:24]([CH3:25])[CH3:26])[CH2:23]4)[CH2:18][CH2:19]3)[n:8][cH:9][cH:10]2)[cH:27][cH:28][c:29]([NH2:31])[cH:30]1. The reactants are O=C(O)c1ccc(Br)s1, Cc1ccc(CN)cc1. Reagents/catalysts: CCN=C=NCCCN(C)C.Cl (EDC-HCl), CCN(C(C)C)C(C)C (DIPEA), Oc1cc(Cl)c(Cl)cc1Cl (2,4,5-Trichlorophenol). Solvent: CN(C)C=O (DMF), CN(C)C=O (DMF), CN(C)C=O (DMF), CN(C)C=O (DMF), CN(C)C=O (DMF), CN(C)C=O (DMF). Run at temperature 25 celsius, time 2 hour. Yields the product Cc1ccc(CNC(=O)c2ccc(Br)s2)cc1. Isolated yield 28.5%. RXN SMILES: Cc1ccc(CN)cc1.O=C(O)c1ccc(Br)s1.CCN=C=NCCCN(C)C.Cl.C1=C(C(=CC(=C1Cl)Cl)Cl)[O-].[Na+].CCN(C(C)C)C(C)C.CN(C)C=O>>Cc1ccc(CNC(=O)c2ccc(Br)s2)cc1. Reactants: IC1=CC2=CC=C(C=C2C=C1)I (2,6-diiodonaphthalene), C(C=1C(S)=CC=CC1)(=O)O (thiosalicyclic acid), C([O-])([O-])=O.[K+].[K+] (potassium carbonate), CN(C=O)C (N,N-dimethylformamide), CN(C=O)C (N,N-dimethylformamide). Solvent: O (water). Run at temperature 150 celsius, time 8 hour. Yields the product C(=O)(O)C1=C(C=CC=C1)SC1=CC2=CC=C(C=C2C=C1)SC1=C(C=CC=C1)C(=O)O (2,6-bis(2-carboxyphenythio)naphthalene). Yield: 92.5%. As a reaction SMILES: I[C:2]1[CH:11]=[CH:10][C:9]2[C:4](=[CH:5][CH:6]=[C:7](I)[CH:8]=2)[CH:3]=1.[C:13]([OH:22])(=[O:21])[C:14]1[C:15](=[CH:17][CH:18]=[CH:19][CH:20]=1)[SH:16].[C:23](=[O:26])([O-])[O-:24].[K+].[K+].CN(C)C=O>O>[C:13]([C:14]1[CH:20]=[CH:19][CH:18]=[CH:17][C:15]=1[S:16][C:2]1[CH:11]=[CH:10][C:9]2[C:4](=[CH:5][CH:6]=[C:7]([S:16][C:15]3[CH:17]=[CH:18][CH:19]=[CH:20][C:14]=3[C:23]([OH:24])=[O:26])[CH:8]=2)[CH:3]=1)([OH:22])=[O:21] |f:2.3.4|. Reported procedure: A mixture of 2,6-diiodonaphthalene (38.0 grams, 0.10 mole), thiosalicyclic acid (30.8 grams, 0.20 mole), potassium carbonate (27.3 grams, 0.20 mole) and N,N-dimethylformamide (200 ml) was heated and stirred at 130°-135° C. for 8 hours. An isolated sample showed mostly starting material and half-reacted product. More N,N-dimethylformamide (50.0 ml) was added and the reaction mixture was heated for an additional 30 hours at about 150° C. The reaction mixture was drowned into water (500 ml) and the... Starting materials: O=C([O-])[O-], CN(C)C=O, Clc1ncnc2nc[nH]c12, [K+], [K+], ClCCCN1CCC(COc2ccccc2)CC1, O. The product is Clc1ncnc2c1ncn2CCCN1CCC(COc2ccccc2)CC1. Reaction SMILES: [C:16](=[O:17])([O-:18])[O-:19].[CH:11]([N:12]([CH3:13])[CH3:14])=[O:15].[Cl:1][c:2]1[c:3]2[nH:4][cH:5][n:6][c:7]2[n:8][cH:9][n:10]1.[K+:20].[K+:21].[O:22]([c:23]1[cH:24][cH:25][cH:26][cH:27][cH:28]1)[CH2:29][CH:30]1[CH2:31][CH2:32][N:33]([CH2:36][CH2:37][CH2:38][Cl:39])[CH2:34][CH2:35]1.[OH2:40]>>[Cl:1][c:2]1[c:3]2[n:4][cH:5][n:6]([CH2:38][CH2:37][CH2:36][N:33]3[CH2:32][CH2:31][CH:30]([CH2:29][O:22][c:23]4[cH:24][cH:25][cH:26][cH:27][cH:28]4)[CH2:35][CH2:34]3)[c:7]2[n:8][cH:9][n:10]1. The reactants are CC1=C(OC2=C1C(=C(C=C2)CC)O)C(=O)OCC (ethyl 3-methyl-4-hydroxy-5-ethylbenzofuran-2-carboxylate), ethyl acetate hexanes, BrC(C)C (2-bromopropane). Product: C(C)OC(=O)C=1OC2=C(C1C)C(=C(C=C2)CC)OC(C)C (5-ethyl-4-isopropoxy-3-methylbenzofuran-2-carboxylic acid ethyl ester). The yield is 89.7%. RXN SMILES: [CH3:1][C:2]1[C:6]2[C:7]([OH:13])=[C:8]([CH2:11][CH3:12])[CH:9]=[CH:10][C:5]=2[O:4][C:3]=1[C:14]([O:16][CH2:17][CH3:18])=[O:15].Br[CH:20]([CH3:22])[CH3:21]>>[CH2:17]([O:16][C:14]([C:3]1[O:4][C:5]2[CH:10]=[CH:9][C:8]([CH2:11][CH3:12])=[C:7]([O:13][CH:20]([CH3:22])[CH3:21])[C:6]=2[C:2]=1[CH3:1])=[O:15])[CH3:18]. Procedure details: According to the procedure of Example 86, Step 3 0.200 g (0.81 mmol) of 3-methyl-4-hydroxy-5-ethylbenzofuran carboxylic acid ethyl ester (Example 86, Step 2) and 0.379 mL (4.03 mmol) of 2-bromopropane gave 0.211 g of 5-ethyl-4-isopropoxy-3-methylbenzofuran-2-carboxylic acid ethyl ester after chromatography on silica gel eluting with ethyl acetate/hexanes (1:20). As a reaction SMILES: [CH2:16]([c:17]1[cH:18][cH:19][cH:20][cH:21][cH:22]1)[O:23][CH2:24][CH2:25][CH2:26][CH2:27][CH:28]=[C:29]1[CH2:30][CH:31]2[CH2:32][C:33]3([CH2:34][CH:35]2[CH2:36]1)[O:37][CH2:38][CH2:39][O:40]3.[OH:12][CH2:13][CH2:14][OH:15].[c:1]1([CH3:2])[cH:3][cH:4][c:5]([S:6]([OH:7])(=[O:8])=[O:9])[cH:10][cH:11]1.[cH:41]1[cH:42][cH:43][cH:44][cH:45][cH:46]1>>[CH2:16]([c:17]1[cH:18][cH:19][cH:20][cH:21][cH:22]1)[O:23][CH2:24][CH2:25][CH2:26][CH2:27][CH2:28][C:29]1=[CH:30][CH:31]2[CH2:32][C:33]3([CH2:34][CH:35]2[CH2:36]1)[O:37][CH2:38][CH2:39][O:40]3. Product: C1=C(CCCCCOCc2ccccc2)CC2CC3(CC12)OCCO3. The reactants are C(CCCCOCc1ccccc1)=C1CC2CC3(CC2C1)OCCO3, OCCO, Cc1ccc(S(=O)(=O)O)cc1, c1ccccc1. Procedure: A mixture of 0.618 g of (±)-cis-2-(4-methoxyphenyl)-3-hydroxy-5-[2-(dimethylamino)ethyl]-6,7-dimethyl-2,3-dihydro-1,5-benzothiazepin-4(5H)-one hydrochloride, 6 ml of acetic anhydride and 6 ml of acetic acid is heated at 105° C. for 18 hours. After the reaction is completed, the mixture is evaporated under reduced pressure to remove solvent. Benzene is added to the residue, and the mixture is evaporated under reduced pressure to remove solvent. The residue is recystallized from a mixture of ethan... Product: Cl.COC1=CC=C(C=C1)[C@@H]1SC2=C(N(C([C@@H]1OC(C)=O)=O)CCN(C)C)C(=C(C=C2)C)C ((±)-cis-2-(4-methoxyphenyl)-3-acetoxy-5-[2-(dimethylamino)ethyl]-6,7-dimethyl-2,3-dihydro-1,5-benzothiazepin-4(5H)-one hydrochloride). RXN SMILES: [ClH:1].[CH3:2][O:3][C:4]1[CH:9]=[CH:8][C:7]([C@H:10]2[C@@H:16]([OH:17])[C:15](=[O:18])[N:14]([CH2:19][CH2:20][N:21]([CH3:23])[CH3:22])[C:13]3[C:24]([CH3:29])=[C:25]([CH3:28])[CH:26]=[CH:27][C:12]=3[S:11]2)=[CH:6][CH:5]=1.[C:30](OC(=O)C)(=[O:32])[CH3:31]>C(O)(=O)C>[ClH:1].[CH3:2][O:3][C:4]1[CH:5]=[CH:6][C:7]([C@H:10]2[C@@H:16]([O:17][C:30](=[O:32])[CH3:31])[C:15](=[O:18])[N:14]([CH2:19][CH2:20][N:21]([CH3:23])[CH3:22])[C:13]3[C:24]([CH3:29])=[C:25]([CH3:28])[CH:26]=[CH:27][C:12]=3[S:11]2)=[CH:8][CH:9]=1 |f:0.1,4.5|. Starting materials: Cl.COC1=CC=C(C=C1)[C@@H]1SC2=C(N(C([C@@H]1O)=O)CCN(C)C)C(=C(C=C2)C)C ((±)-cis-2-(4-methoxyphenyl)-3-hydroxy-5-[2-(dimethylamino)ethyl]-6,7-dimethyl-2,3-dihydro-1,5-benzothiazepin-4(5H)-one hydrochloride), C(C)(=O)OC(C)=O (acetic anhydride). Conditions: temperature 105 celsius. Solvent: C(C)(=O)O (acetic acid).